Dataset: the Open Reaction Database (ORD), a public repository of structured organic reaction records. Task: describe an organic reaction: reactants, conditions, products, and yield Reactants: C(C)(=O)Cl (acetylchloride), NC=1SC=CN1 (2-aminothiazole), C1(CCCCC1)[N+]#[C-] (cyclohexylisonitrile), N1=C(C=CC=C1)C=O (pyridine-2-carbaldehyde). Solvent: Cl(=O)(=O)(=O)O (perchloric acid). Yields the product [Cl-].C(C)(=O)[N+]=1C(=C(N2C1SC=C2)NC2CCCCC2)C2=NC=CC=C2 (7-acetyl-5-cyclohexylamino-6-pyridin-2-yl-imidazo[2,1-b]thiazol-7-ium chloride). As a reaction SMILES: [NH2:1][C:2]1[S:3][CH:4]=[CH:5][N:6]=1.[CH:7]1([N+:13]#[C-:14])[CH2:12][CH2:11][CH2:10][CH2:9][CH2:8]1.[N:15]1[CH:20]=[CH:19][CH:18]=[CH:17][C:16]=1[CH:21]=O.[C:23]([Cl:26])(=[O:25])[CH3:24]>Cl(O)(=O)(=O)=O>[Cl-:26].[C:23]([N+:1]1[C:21]([C:16]2[CH:17]=[CH:18][CH:19]=[CH:20][N:15]=2)=[C:14]([NH:13][CH:7]2[CH2:12][CH2:11][CH2:10][CH2:9][CH2:8]2)[N:6]2[CH:5]=[CH:4][S:3][C:2]=12)(=[O:25])[CH3:24] |f:5.6|. Procedure details: Example 22 was carried out in accordance with the general directions for synthesis in process step a) from 1.0 ml (0.1 mmol) 2-aminothiazole (0.1 M, DCM), 0.575 ml (0.115 mmol) cyclohexylisonitrile solution (0.2 M, DCM), 0.500 ml (0.15 mmol) pyridine-2-carbaldehyde solution (0.3 M, DCM) and 10 μl perchloric acid (w=20%) and in process step c) and d) by reacting the resultant reaction product with 0.4 mmol acetylchloride. The reactants are resultant mixture, C(OC1=CC=CC=C1)(=O)Cl (phenyl chlorocarbonate), ClC1CCN(CC1)C (4-chloro-1-methylpiperidine). Solvent: C(Cl)Cl (methylene chloride), C(Cl)Cl (methylene chloride). Reaction conditions: time 6 hour. Product: ClC1CCN(CC1)C(=O)OC1=CC=CC=C1 (phenyl 4-chloro-1-piperidine-carboxylate). The yield is 71.3%. RXN SMILES: [C:1](Cl)(=[O:9])[O:2][C:3]1[CH:8]=[CH:7][CH:6]=[CH:5][CH:4]=1.[Cl:11][CH:12]1[CH2:17][CH2:16][N:15](C)[CH2:14][CH2:13]1>C(Cl)Cl>[Cl:11][CH:12]1[CH2:17][CH2:16][N:15]([C:1]([O:2][C:3]2[CH:8]=[CH:7][CH:6]=[CH:5][CH:4]=2)=[O:9])[CH2:14][CH2:13]1. Reported procedure: A solution of phenyl chlorocarbonate (17.3 g) in dry methylene chloride (40 ml) was dropwise added to a stirred solution of 4-chloro-1-methylpiperidine (13.3 g) in dry methylene chloride (60 ml) under ice-cooling over a period of 5 minutes. The resultant mixture was stirred at the same temperature for 30 minutes and then at room temperature for 6 hours. The mixture was washed with water, dried over magnesium sulfate, and concentrated in vacuo to give an oil, which was distilled to give phenyl 4-...